The task is: describe an organic reaction: reactants, conditions, products, and yield. This data is from the Open Reaction Database (ORD), a public repository of structured organic reaction records. The reactants are C(=O)O.CN(C(OC1=CC=C(C=C1)CCNC(=O)N1CCC(CC1)NC1=CC=C(C=C1)CCN)=O)C (4-{2-[({4-[4-(2-Aminoethyl)anilino]-1-piperidinyl}carbonyl)amino]ethyl}phenyl dimethylcarbamate formate), C(C)(C)(C)[Si](C1=CC=CC=C1)(C1=CC=CC=C1)OC1=CC=C(C=C1)OCC1OC1 (tert-butyl-(4-oxiranylmethoxy-phenoxy)-diphenyl-silane). The solvent is C(Cl)(Cl)Cl.CO (chloroform methanol). The product is O[C@@H](CNCCC1=CC=C(C=C1)NC1CCN(CC1)C(=O)NCCC1=CC=C(C=C1)OC(N(C)C)=O)COC1=CC=C(C=C1)O (Dimethyl-carbamic Acid 4-(2-{[4-(4-{2-[(2S)-2-hydroxy-3-(4-hydroxy-phenoxy)-propylamino]-ethyl}-phenylamino)-piperidine-1-carbonyl]-amino}-ethyl)-phenyl Ester). Isolated yield 27.2%. As a reaction SMILES: C(O)=O.[CH3:4][N:5]([CH3:36])[C:6](=[O:35])[O:7][C:8]1[CH:13]=[CH:12][C:11]([CH2:14][CH2:15][NH:16][C:17]([N:19]2[CH2:24][CH2:23][CH:22]([NH:25][C:26]3[CH:31]=[CH:30][C:29]([CH2:32][CH2:33][NH2:34])=[CH:28][CH:27]=3)[CH2:21][CH2:20]2)=[O:18])=[CH:10][CH:9]=1.C([Si]([O:54][C:55]1[CH:60]=[CH:59][C:58]([O:61][CH2:62][CH:63]2[CH2:65][O:64]2)=[CH:57][CH:56]=1)(C1C=CC=CC=1)C1C=CC=CC=1)(C)(C)C>C(Cl)(Cl)Cl.CO>[OH:64][C@H:63]([CH2:62][O:61][C:58]1[CH:59]=[CH:60][C:55]([OH:54])=[CH:56][CH:57]=1)[CH2:65][NH:34][CH2:33][CH2:32][C:29]1[CH:28]=[CH:27][C:26]([NH:25][CH:22]2[CH2:21][CH2:20][N:19]([C:17]([NH:16][CH2:15][CH2:14][C:11]3[CH:10]=[CH:9][C:8]([O:7][C:6](=[O:35])[N:5]([CH3:4])[CH3:36])=[CH:13][CH:12]=3)=[O:18])[CH2:24][CH2:23]2)=[CH:31][CH:30]=1 |f:0.1,3.4|. Reported procedure: 4-{2-[({4-[4-(2-Aminoethyl)anilino]-1-piperidinyl}carbonyl)amino]ethyl}phenyl dimethylcarbamate formate (0.47 g, 0.94 mmol) was reacted with tert-butyl-(4-oxiranylmethoxy-phenoxy)-diphenyl-silane (0.40 g, 1.0 mmol) according to Procedure G (eluant: 20:1 chloroform-methanol) to give the title compound (0.22 g, 0.256 mmol). The reactants are CO[C@H]1O[C@H]([C@H]2[C@@H]1C[C@H]1CCCC[C@@H]1C2=O)C ((1S,3S,3aR,4aS,8aR,9aS)-1-methoxy-3-methyl-4-oxo-dodecahydronaphtho[2,3-c]furan), cold saturated aqueous solution, [Cl-].[NH4+] (ammonium chloride), [I-].C[P+](C1=CC=CC=C1)(C1=CC=CC=C1)C1=CC=CC=C1 (methyltriphenylphosphonium iodide), C[Si](C)(C)[N-][Si](C)(C)C.[Na+].C1(=CC=CC=C1)C (sodium bis(trimethylsilyl)amide toluene). Solvent: CCOCC (ether), CCOCC (ether). Run at time 1 hour. The product is CO[C@H]1O[C@H]([C@H]2[C@@H]1C[C@H]1CCCC[C@@H]1C2=C)C ((1S,3S,3aS,4aS,8aR,9aS)-1-methoxy-3-methyl-4-methylene-dodecahydronaphtho[2,3-c]furan). The yield is 85.8%. Reaction SMILES: [I-].[CH3:2][P+](C1C=CC=CC=1)(C1C=CC=CC=1)C1C=CC=CC=1.C[Si]([N-][Si](C)(C)C)(C)C.[Na+].C1(C)C=CC=CC=1.[CH3:39][O:40][C@@H:41]1[C@H:45]2[CH2:46][C@@H:47]3[C@@H:52]([C:53](=O)[C@H:44]2[C@H:43]([CH3:55])[O:42]1)[CH2:51][CH2:50][CH2:49][CH2:48]3.[Cl-].[NH4+]>CCOCC>[CH3:39][O:40][C@@H:41]1[C@H:45]2[CH2:46][C@@H:47]3[C@@H:52]([C:53](=[CH2:2])[C@H:44]2[C@H:43]([CH3:55])[O:42]1)[CH2:51][CH2:50][CH2:49][CH2:48]3 |f:0.1,2.3.4,6.7|. Procedure: To 9.96 g(5 equivalents) of methyltriphenylphosphonium iodide in 400 ml of dehydrated ether suspension were added dropwise 4.1 ml(5 equivalents) of sodium bis(trimethylsilyl)amide-toluene solution(0.60M) under cooling with ice and under an atmosphere of argon. After stirring for 1 hour at room temperature, 1.17 g of (1S,3S,3aR,4aS,8aR,9aS)-1-methoxy-3-methyl-4-oxo-dodecahydronaphtho[2,3-c]furan(4.93 mmol) in 30 ml of dehydrated ether solution were added dropwise again under cooling with ice. Aft... As a reaction SMILES: [Br:1][c:2]1[cH:3][c:4]2[c:5]([c:10]([S:12]([NH2:13])(=[O:14])=[O:15])[cH:11]1)[O:6][CH:7]([CH3:9])[CH2:8]2.[CH3:17][C:18](=[O:19])[O-:20].[CH3:21][OH:22].[Na+:16]>>[cH:2]1[cH:3][c:4]2[c:5]([c:10]([S:12]([NH2:13])(=[O:14])=[O:15])[cH:11]1)[O:6][CH:7]([CH3:9])[CH2:8]2. Reactants: CC1Cc2cc(Br)cc(S(N)(=O)=O)c2O1, CC(=O)[O-], CO, [Na+]. The product is CC1Cc2cccc(S(N)(=O)=O)c2O1.